Dataset: the Open Reaction Database (ORD), a public repository of structured organic reaction records. Task: describe an organic reaction: reactants, conditions, products, and yield Reactants: OC(C#C)C1=CSC=C1 (3-hydroxy-3-(thiophen-3-yl)-1-propyne), BrC1=C2/C(/C(NC2=CC=C1)=O)=C/C=1NC=CC1OC ((Z)-4-bromo-1,3-dihydro-3-[(3-methoxy-1H-pyrrol-2-yl)methylene]-2H-indol-2-one), BrC1=C2/C(/C(NC2=CC=C1)=O)=C/C=1NC=CC1OC ((Z)-4-bromo-1,3-dihydro-3-[(3-methoxy-1H-pyrrol-2-yl)methylene]-2H-indol-2-one), C(#C)[Mg]Cl (ethynylmagnesium chloride), S1C=C(C=C1)C=O (3-thiophenecarboxaldehyde). Reagents/catalysts: [Cu]I (CuI), Cl[Pd]([P](C1=CC=CC=C1)(C2=CC=CC=C2)C3=CC=CC=C3)([P](C4=CC=CC=C4)(C5=CC=CC=C5)C6=CC=CC=C6)Cl ((Ph3P)2PdCl2). Solvent: CCN(CC)CC (Et3N), CN(C)C=O (DMF). The product is OC(C#CC1=C2/C(/C(NC2=CC=C1)=O)=C/C=1NC=CC1OC)C1=CSC=C1 (rac-(Z)-1,3-dihydro-4-[3-hydroxy-3-(thiophen-3-yl)-1-propynyl]-3-[(3-methoxy-1H-pyrrol-2-yl)methylene]-2H-indol-2-one). Reaction SMILES: [OH:1][CH:2]([C:5]1[CH:9]=[CH:8][S:7][CH:6]=1)[C:3]#[CH:4].C([Mg]Cl)#C.S1C=CC(C=O)=C1.Br[C:22]1[CH:30]=[CH:29][CH:28]=[C:27]2[C:23]=1/[C:24](=[CH:32]/[C:33]1[NH:34][CH:35]=[CH:36][C:37]=1[O:38][CH3:39])/[C:25](=[O:31])[NH:26]2>Cl[Pd](Cl)([P](C1C=CC=CC=1)(C1C=CC=CC=1)C1C=CC=CC=1)[P](C1C=CC=CC=1)(C1C=CC=CC=1)C1C=CC=CC=1.[Cu]I.CN(C=O)C.CCN(CC)CC>[OH:1][CH:2]([C:5]1[CH:9]=[CH:8][S:7][CH:6]=1)[C:3]#[C:4][C:22]1[CH:30]=[CH:29][CH:28]=[C:27]2[C:23]=1/[C:24](=[CH:32]/[C:33]1[NH:34][CH:35]=[CH:36][C:37]=1[O:38][CH3:39])/[C:25](=[O:31])[NH:26]2 |^1:42,61|. Procedure: Using Method D above, 3-hydroxy-3-(thiophen-3-yl)-1-propyne (131 mg, 0.95 mmol) (prepared by the addition of ethynylmagnesium chloride (Aldrich) to 3-thiophenecarboxaldehyde (Aldrich) according to Method A above) was coupled to (Z)-4-bromo-1,3-dihydro-3-[(3-methoxy-1H-pyrrol-2-yl)methylene]-2H-indol-2-one (107 mg, 0.34 mmol) (Starting Material 1) using (Ph3P)2PdCl2 (32 mg) (Aldrich) and CuI (17 mg) (Aldrich) as catalyst in DMF (3 mL) and Et3N (3 mL) as solvent at 70° C. or 18 h, yielding rac-(Z)... Product: CCOC(=O)N1CCN(C(=O)C(CCS(C)(=O)=O)NC(=O)OC(C)(C)C)CC1. As a reaction SMILES: [C:1]([CH3:2])([CH3:3])([CH3:4])[O:5][C:6](=[O:7])[NH:8][CH:9]([C:10](=[O:11])[OH:12])[CH2:13][CH2:14][S:15](=[O:16])(=[O:17])[CH3:18].[C:35](=[O:36])([O-:37])[OH:38].[CH2:19]([CH3:20])[O:21][C:22](=[O:23])[N:24]1[CH2:25][CH2:26][NH:27][CH2:28][CH2:29]1.[Na+:39].[O:30]=[CH:31][N:32]([CH3:33])[CH3:34]>>[C:1]([CH3:2])([CH3:3])([CH3:4])[O:5][C:6](=[O:7])[NH:8][CH:9]([C:10](=[O:12])[N:27]1[CH2:26][CH2:25][N:24]([C:22]([O:21][CH2:19][CH3:20])=[O:23])[CH2:29][CH2:28]1)[CH2:13][CH2:14][S:15](=[O:16])(=[O:17])[CH3:18]. Reactants: CC(C)(C)OC(=O)NC(CCS(C)(=O)=O)C(=O)O, O=C([O-])O, CCOC(=O)N1CCNCC1, [Na+], CN(C)C=O.